This data is from the Open Reaction Database (ORD), a public repository of structured organic reaction records. The task is: describe an organic reaction: reactants, conditions, products, and yield The reactants are O1C(=CC=C1)CO (2-furanmethanol), ClC1=NC=CN=C1Cl (2,3-dichloropyrazine). Product: ClC1=NC=CN=C1OCC=1OC=CC1 (2-Chloro-3-(2-furylmethoxy)pyrazine). Isolated yield 68.0%. RXN SMILES: [O:1]1[CH:5]=[CH:4][CH:3]=[C:2]1[CH2:6][OH:7].[Cl:8][C:9]1[C:14](Cl)=[N:13][CH:12]=[CH:11][N:10]=1>>[Cl:8][C:9]1[C:14]([O:7][CH2:6][C:2]2[O:1][CH:5]=[CH:4][CH:3]=2)=[N:13][CH:12]=[CH:11][N:10]=1. Reported procedure: The title compound was prepared according to the procedure described in Example 1, Step 1, starting from 2-furanmethanol (4.18 g, 42.7 mmol), 2,3-dichloropyrazine (2.05 g, 13.8 mmol) and KO-t-BuO (1.82 g, 16.2 mmol). The product, which was obtained as a yellowish oil in 68% yield, was used directly in the next step. The reactants are BrC=1C=NC2=CC=C(C=C2C1)O (3-bromo-6-hydroxyquinoline), [I-].[Na+] (sodium iodide), N (ammonia), Cl (hydrochloric acid), CN(CCN(C)C)C (N,N,N′,N′-tetramethyl-ethane-1,2-diamine). The reagents and catalysts are [Cu](I)I (copper iodide). Solvent: O1CCOCC1 (dioxane). Conditions: temperature 120 celsius, time 12 hour. Yields the product IC=1C=NC2=CC=C(C=C2C1)O (3-iodo-6-hydroxyquinoline). As a reaction SMILES: Br[C:2]1[CH:3]=[N:4][C:5]2[C:10]([CH:11]=1)=[CH:9][C:8]([OH:12])=[CH:7][CH:6]=2.[I-:13].[Na+].CN(C)CCN(C)C.N.Cl>O1CCOCC1.[Cu](I)I>[I:13][C:2]1[CH:3]=[N:4][C:5]2[C:10]([CH:11]=1)=[CH:9][C:8]([OH:12])=[CH:7][CH:6]=2 |f:1.2|. Reported procedure: To a stirred mixture of 3-bromo-6-hydroxyquinoline (preparation described in Liebigs Ann Chem (1966), 98-106) (1.0 g), sodium iodide (1.34 g) and copper iodide (0.09 g) in dioxane (6.5 ml) was added N,N,N′,N′-tetramethyl-ethane-1,2-diamine (0.1 ml) in a sealed tube. The mixture was stirred at 120° C. for 12 h and upon cooling was treated with aqueous ammonia followed by aqueous hydrochloric acid. Extraction with ethyl acetate, drying of the organic phase over magnesium sulphate, filtration and e... Starting materials: ClCCl, CC(C)(C)OC(=O)n1c(=O)n(C2CCSCC2)c2ccccc21. The product is O=c1[nH]c2ccccc2n1C1CCSCC1. RXN SMILES: [Cl:24][CH2:25][Cl:26].[O:1]=[c:2]1[n:3]([CH:18]2[CH2:19][CH2:20][S:21][CH2:22][CH2:23]2)[c:4]2[c:5]([n:6]1[C:7]([O:8][C:9]([CH3:10])([CH3:11])[CH3:12])=[O:13])[cH:14][cH:15][cH:16][cH:17]2>>[O:1]=[c:2]1[n:3]([CH:18]2[CH2:19][CH2:20][S:21][CH2:22][CH2:23]2)[c:4]2[c:5]([nH:6]1)[cH:14][cH:15][cH:16][cH:17]2. RXN SMILES: CC1C=CC(S(O[CH2:12][C@@H:13]2[O:28][C:17]3=[C:18]4[C:23](=[CH:24][CH:25]=[C:16]3[O:15][CH2:14]2)[N:22]=[C:21]([CH2:26][CH3:27])[CH:20]=[CH:19]4)(=O)=O)=CC=1.C(=O)([O-])[O-].[K+].[K+].[NH:35]1[CH2:40][CH:39]=[C:38]([C:41]2[C:49]3[C:44](=[CH:45][CH:46]=[CH:47][CH:48]=3)[NH:43][CH:42]=2)[CH2:37][CH2:36]1>C1COCC1.CN(C=O)C>[CH2:26]([C:21]1[CH:20]=[CH:19][C:18]2[C:23](=[CH:24][CH:25]=[C:16]3[O:15][CH2:14][CH:13]([CH2:12][N:35]4[CH2:36][CH:37]=[C:38]([C:41]5[C:49]6[C:44](=[CH:45][CH:46]=[CH:47][CH:48]=6)[NH:43][CH:42]=5)[CH2:39][CH2:40]4)[O:28][C:17]3=2)[N:22]=1)[CH3:27] |f:1.2.3,5.6|. Solvent: C1CCOC1.CN(C)C=O (THF DMF). Reactants: CC1=CC=C(C=C1)S(=O)(=O)OC[C@H]1COC=2C(=C3C=CC(=NC3=CC2)CC)O1 ((2R)-8-ethyl-2,3-dihydro[1,4]dioxino[2,3-f]quinolin-2-ylmethyl 4-methylbenzenesulfonate), C([O-])([O-])=O.[K+].[K+] (potassium carbonate), N1CCC(=CC1)C1=CNC2=CC=CC=C12 (3-(1,2,3,6-tetrahydro-4-pyridinyl)-1H-indole). The product is C(C)C1=NC2=CC=C3C(=C2C=C1)OC(CO3)CN3CCC(=CC3)C3=CNC1=CC=CC=C31 (8-Ethyl-2-[(4-(1H-indol-3-yl)-3,6-dihydropyridin-1(2H)-yl)methyl]-2,3-dihydro[1,4]dioxino[2,3-f]quinoline). Procedure: To a solution of (2R)-8-ethyl-2,3-dihydro[1,4]dioxino[2,3-f]quinolin-2-ylmethyl 4-methylbenzenesulfonate (0.60 g, 1.5 mmole) and potassium carbonate (0.65 g, 4.70 mmole) in 30 mL of 1:1 THF/DMF was added 0.90 g (4.5 mmole) of 3-(1,2,3,6-tetrahydro-4-pyridinyl)-1H-indole. The mixture was heated at reflux under nitrogen for 6 hours. After cooling to room temperature, the mixture was concentrated to dryness under vacuum and the residue column chromatographed on silica gel using first methylene chlo... Reactants: Cl.Cl.NC1=CC(=C(C(=O)NCC2CCNCC2)C=C1Cl)OC (4-Amino-5-chloro-2-methoxy-N-(piperidin-4-ylmethyl)benzamide dihydrochloride), COC=1C=C(COCCCCBr)C=CC1 (4-(3-methoxybenzyloxy)butyl bromide). Product: NC1=CC(=C(C(=O)NCC2CCN(CC2)CCCCOCC2=CC(=CC=C2)OC)C=C1Cl)OC (4-amino-5-chloro-2-methoxy-N-((1-(4-(3-methoxybenzyloxy)butyl)-piperidin-4-yl)methyl)benzamide). As a reaction SMILES: Cl.Cl.[NH2:3][C:4]1[C:19]([Cl:20])=[CH:18][C:7]([C:8]([NH:10][CH2:11][CH:12]2[CH2:17][CH2:16][NH:15][CH2:14][CH2:13]2)=[O:9])=[C:6]([O:21][CH3:22])[CH:5]=1.[CH3:23][O:24][C:25]1[CH:26]=[C:27]([CH:35]=[CH:36][CH:37]=1)[CH2:28][O:29][CH2:30][CH2:31][CH2:32][CH2:33]Br>>[NH2:3][C:4]1[C:19]([Cl:20])=[CH:18][C:7]([C:8]([NH:10][CH2:11][CH:12]2[CH2:13][CH2:14][N:15]([CH2:33][CH2:32][CH2:31][CH2:30][O:29][CH2:28][C:27]3[CH:35]=[CH:36][CH:37]=[C:25]([O:24][CH3:23])[CH:26]=3)[CH2:16][CH2:17]2)=[O:9])=[C:6]([O:21][CH3:22])[CH:5]=1 |f:0.1.2|. Procedure: 4-Amino-5-chloro-2-methoxy-N-(piperidin-4-ylmethyl)benzamide dihydrochloride as starting compound and 4-(3-methoxybenzyloxy)butyl bromide are reacted and treated in the same manner as in Example 168 to give 4-amino-5-chloro-2-methoxy-N-((1-(4-(3-methoxybenzyloxy)butyl)-piperidin-4-yl)methyl)benzamide. The reactants are CCOc1cc(C(=O)OC)cc([N+](=O)[O-])c1Cl, CO, Cl, Cl[Sn](Cl)(Cl)Cl. Yields the product CCOc1cc(C(=O)OC)cc(N)c1Cl. RXN SMILES: [CH3:1][O:2][C:3]([c:4]1[cH:5][c:6]([O:14][CH2:15][CH3:16])[c:7]([Cl:13])[c:8]([N+:10]([O-:11])=[O:12])[cH:9]1)=[O:17].[CH3:23][OH:24].[ClH:25].[Sn:18]([Cl:19])([Cl:20])([Cl:21])[Cl:22]>>[CH3:1][O:2][C:3]([c:4]1[cH:5][c:6]([O:14][CH2:15][CH3:16])[c:7]([Cl:13])[c:8]([NH2:10])[cH:9]1)=[O:17]. Starting materials: BrC1=C(C=CC=C1)CC(=O)O (2-bromophenylacetic acid), [N+](=O)([O-])C=1C=C(N)C=CC1C (3-nitro-4-methylaniline). The product is [N+](=O)([O-])C=1C=C(C=CC1C)NC1=C(C=CC=C1)CC(=O)O (2-[(3-nitro-4-methylphenyl)amino]phenylacetic acid). As a reaction SMILES: Br[C:2]1[CH:7]=[CH:6][CH:5]=[CH:4][C:3]=1[CH2:8][C:9]([OH:11])=[O:10].[N+:12]([C:15]1[CH:16]=[C:17]([CH:19]=[CH:20][C:21]=1[CH3:22])[NH2:18])([O-:14])=[O:13]>>[N+:12]([C:15]1[CH:16]=[C:17]([NH:18][C:2]2[CH:7]=[CH:6][CH:5]=[CH:4][C:3]=2[CH2:8][C:9]([OH:11])=[O:10])[CH:19]=[CH:20][C:21]=1[CH3:22])([O-:14])=[O:13]. Reported procedure: In the manner described in example 3, 2-bromophenylacetic acid is condensed with 3-nitro-4-methylaniline to yield 2-[(3-nitro-4-methylphenyl)amino]phenylacetic acid.